Dataset: the Open Reaction Database (ORD), a public repository of structured organic reaction records. Task: describe an organic reaction: reactants, conditions, products, and yield Reactants: CCO, CCOC(=O)Cn1c(CC)nc2c(OCc3c(Cl)ccc(N(C)C(=O)CNC(=O)C=Cc4ccc(C(=O)NC)cc4)c3Cl)cccc21, Cl, [Na+], [OH-]. RXN SMILES: [CH3:51][CH2:52][OH:53].[Cl:1][c:2]1[c:3]([CH2:4][O:5][c:6]2[cH:7][cH:8][cH:9][c:10]3[n:11]([CH2:17][C:18](=[O:19])[O:20][CH2:21][CH3:22])[c:12]([CH2:15][CH3:16])[n:13][c:14]23)[c:23]([Cl:47])[cH:24][cH:25][c:26]1[N:27]([C:28]([CH2:29][NH:30][C:31]([CH:32]=[CH:33][c:34]1[cH:35][cH:36][c:37]([C:40]([NH:41][CH3:42])=[O:43])[cH:38][cH:39]1)=[O:44])=[O:45])[CH3:46].[ClH:50].[Na+:49].[OH-:48]>>[Cl:1][c:2]1[c:3]([CH2:4][O:5][c:6]2[cH:7][cH:8][cH:9][c:10]3[n:11]([CH2:17][C:18](=[O:19])[OH:20])[c:12]([CH2:15][CH3:16])[n:13][c:14]23)[c:23]([Cl:47])[cH:24][cH:25][c:26]1[N:27]([C:28]([CH2:29][NH:30][C:31]([CH:32]=[CH:33][c:34]1[cH:35][cH:36][c:37]([C:40]([NH:41][CH3:42])=[O:43])[cH:38][cH:39]1)=[O:44])=[O:45])[CH3:46]. The product is CCc1nc2c(OCc3c(Cl)ccc(N(C)C(=O)CNC(=O)C=Cc4ccc(C(=O)NC)cc4)c3Cl)cccc2n1CC(=O)O. The reactants are NC1=CC(=C(OC=2C=C3C=NNC3=CC2)C=C1)F (5-(4-Amino-2-fluorophenoxy)-1H-indazole), C([O-])(O)=O.[Na+] (sodium bicarbonate), ClC1=NC(=NC(=C1)C1=CC=NC=C1)N (4-Chloro-6-(4-pyridinyl)-2-pyrimidinamine), Cl (hydrogen chloride). Run in O (water). Run at temperature 100 celsius, time 8 hour. Product: NC1=NC(=CC(=N1)NC1=CC(=C(C=C1)OC=1C=C2C=NNC2=CC1)F)C1=CC=NC=C1 (N-[2-Amino-6-(4-pyridinyl)-4-pyrimidinyl]-N-[3-fluoro-4-(1H-indazol-5-yloxy)-phenyl]amine). Reaction SMILES: [NH2:1][C:2]1[CH:17]=[CH:16][C:5]([O:6][C:7]2[CH:8]=[C:9]3[C:13](=[CH:14][CH:15]=2)[NH:12][N:11]=[CH:10]3)=[C:4]([F:18])[CH:3]=1.Cl[C:20]1[CH:25]=[C:24]([C:26]2[CH:31]=[CH:30][N:29]=[CH:28][CH:27]=2)[N:23]=[C:22]([NH2:32])[N:21]=1.Cl.C(=O)(O)[O-].[Na+]>O>[NH2:32][C:22]1[N:21]=[C:20]([NH:1][C:2]2[CH:17]=[CH:16][C:5]([O:6][C:7]3[CH:8]=[C:9]4[C:13](=[CH:14][CH:15]=3)[NH:12][N:11]=[CH:10]4)=[C:4]([F:18])[CH:3]=2)[CH:25]=[C:24]([C:26]2[CH:31]=[CH:30][N:29]=[CH:28][CH:27]=2)[N:23]=1 |f:3.4|. Procedure details: 600 mg (2.47 mmol) of 5-(4-amino-2-fluorophenoxy)-1H-indazole (from example XII) are suspended in 100 ml of water. 510 mg (2.47 mmol) of 4-chloro-6-(4-pyridinyl)-2-pyrimidineamine (from example XXIX) and 0.25 ml of concentrated aqueous hydrogen chloride solution are added, and the mixture is stirred at 100° C. overnight. For work-up, the reaction solution was made alkaline with saturated sodium bicarbonate solution and extracted 3× with ethyl acetate. The precipitate obtained contains crude prod... The reactants are C(C)I (ethyl iodide), C1(=CC=C(C=C1)P(C1=CC=C(C=C1)C)C1=CC=C(C=C1)C)C (tri-p-tolyl phosphine), P(O)(O)(O)=O (phosphoric acid). Run in C1(=CC=CC=C1)C (toluene). Run at temperature 25 celsius. Yields the product [I-].C(C)[P+](C1=CC=C(C=C1)C)(C1=CC=C(C=C1)C)C1=CC=C(C=C1)C (Ethyltri-p-tolylphosphonium Iodide). As a reaction SMILES: [C:1]1([CH3:22])[CH:6]=[CH:5][C:4]([P:7]([C:15]2[CH:20]=[CH:19][C:18]([CH3:21])=[CH:17][CH:16]=2)[C:8]2[CH:13]=[CH:12][C:11]([CH3:14])=[CH:10][CH:9]=2)=[CH:3][CH:2]=1.[CH2:23]([I:25])[CH3:24].P(=O)(O)(O)O>C1(C)C=CC=CC=1>[I-:25].[CH2:23]([P+:7]([C:4]1[CH:5]=[CH:6][C:1]([CH3:22])=[CH:2][CH:3]=1)([C:15]1[CH:16]=[CH:17][C:18]([CH3:21])=[CH:19][CH:20]=1)[C:8]1[CH:13]=[CH:12][C:11]([CH3:14])=[CH:10][CH:9]=1)[CH3:24] |f:4.5|. Procedure: Into a 50 milliliter glass reactor equipped with a thermometer connected to a temperature controller, a heating mantle, a condenser and a magnetic stirring bar, is charged 5 gms (0.0164 mole) of tri-p-tolyl phosphine and 25 gms of toluene. The slurry is heated to 25° C., then 3 gms (0.0192 mole) of ethyl iodide is added. This reaction mass is heated to 60° C. and maintained for 14 hours, then cooled and the resulting phosphonium salt collected by filtration. After vacuum drying, there is obtaine... The reactants are BrB(Br)Br, CO, COc1ccc2c(c1)c(C)c(CCC(=O)O)n2Cc1ccc(Cl)cc1, ClCCl. Product: Cc1c(CCC(=O)O)n(Cc2ccc(Cl)cc2)c2ccc(O)cc12. As a reaction SMILES: [B:26]([Br:27])([Br:28])[Br:29].[CH3:30][OH:31].[Cl:1][c:2]1[cH:3][cH:4][c:5]([CH2:6][n:7]2[c:8]([CH2:19][CH2:20][C:21](=[O:22])[OH:23])[c:9]([CH3:18])[c:10]3[cH:11][c:12]([O:16][CH3:17])[cH:13][cH:14][c:15]23)[cH:24][cH:25]1.[Cl:32][CH2:33][Cl:34]>>[Cl:1][c:2]1[cH:3][cH:4][c:5]([CH2:6][n:7]2[c:8]([CH2:19][CH2:20][C:21](=[O:22])[OH:23])[c:9]([CH3:18])[c:10]3[cH:11][c:12]([OH:16])[cH:13][cH:14][c:15]23)[cH:24][cH:25]1. Reactants: Cl.NO (hydroxylamine hydrochloride), S1C(=CC=C1)SCCN1C[C@@H]([C@@H](CC1)CCC(C1=CC=NC2=CC=C(C=C12)OC)=O)C(=O)OC (methyl (3R,4R)-1-[2-(thien-2-ylthio)ethyl]-4-[3-oxo-3-(6-methoxyquinolin-4-yl)propyl]piperidine-3-carboxylate). Solvent: O (water), N1=CC=CC=C1 (pyridine). Reaction conditions: temperature 20 celsius, time 1 hour. The product is S1C(=CC=C1)SCCN1C[C@@H]([C@@H](CC1)CCC(C1=CC=NC2=CC=C(C=C12)OC)=NO)C(=O)OC (methyl (3R,4R)-1-[2-(thien-2-ylthio)ethyl]-4-[3-hydroxyimino-3-(6-methoxyquinolin-4-yl)propyl]piperidine-3-carboxylate). Yield: 7.6%. As a reaction SMILES: Cl.[NH2:2][OH:3].[S:4]1[CH:8]=[CH:7][CH:6]=[C:5]1[S:9][CH2:10][CH2:11][N:12]1[CH2:17][CH2:16][C@@H:15]([CH2:18][CH2:19][C:20](=O)[C:21]2[C:30]3[C:25](=[CH:26][CH:27]=[C:28]([O:31][CH3:32])[CH:29]=3)[N:24]=[CH:23][CH:22]=2)[C@@H:14]([C:34]([O:36][CH3:37])=[O:35])[CH2:13]1>N1C=CC=CC=1.O>[S:4]1[CH:8]=[CH:7][CH:6]=[C:5]1[S:9][CH2:10][CH2:11][N:12]1[CH2:17][CH2:16][C@@H:15]([CH2:18][CH2:19][C:20](=[N:2][OH:3])[C:21]2[C:30]3[C:25](=[CH:26][CH:27]=[C:28]([O:31][CH3:32])[CH:29]=3)[N:24]=[CH:23][CH:22]=2)[C@@H:14]([C:34]([O:36][CH3:37])=[O:35])[CH2:13]1 |f:0.1|. Procedure details: 0.32 g of hydroxylamine hydrochloride is added, with stirring and under an inert atmosphere, to a mixture of 1.27 g of methyl (3R,4R)-1-[2-(thien-2-ylthio)ethyl]-4-[3-oxo-3-(6-methoxyquinolin-4-yl)propyl]piperidine-3-carboxylate in 13 cm3 of pyridine at a temperature in the region of 20° C. The mixture is stirred for 1 hour at a temperature in the region of 20° C. The resulting reaction mixture is diluted with 130 cm3 of distilled water and the mixture thus obtained is extracted with 50 cm3 of e...